From a dataset of the Open Reaction Database (ORD), a public repository of structured organic reaction records. describe an organic reaction: reactants, conditions, products, and yield The reactants are [OH-].[Na+] (sodium hydroxide), C(C)(=O)N1CCC(CC1)(C1=CC=CC=C1)C(C)=O (1,4 diacetyl 4-phenyl piperidine), Cl (hydrochloric acid). The solvent is CO (methanol). Conditions: time 10 hour. Yields the product Cl.C(C)(=O)C1(CCNCC1)C1=CC=CC=C1 (4-acetyl 4-phenyl piperidine hydrochloride). As a reaction SMILES: C([N:4]1[CH2:9][CH2:8][C:7]([C:16](=[O:18])[CH3:17])([C:10]2[CH:15]=[CH:14][CH:13]=[CH:12][CH:11]=2)[CH2:6][CH2:5]1)(=O)C.[OH-].[Na+].[ClH:21]>CO>[ClH:21].[C:16]([C:7]1([C:10]2[CH:15]=[CH:14][CH:13]=[CH:12][CH:11]=2)[CH2:6][CH2:5][NH:4][CH2:9][CH2:8]1)(=[O:18])[CH3:17] |f:1.2,5.6|. Reported procedure: 1 gram of 1,4 diacetyl-4-phenyl piperidine obtained in Example 2 was dissolved in 25 ml of methanol and sodium hydroxide solution (500 mg dissolved in 2.5 ml water) was added at room temperature. The solution was stirred at ambient temperature for 10 hrs. Thin layer chromatography showed the complete hydrolysis. The pH of the reaction mixture was adjusted to 2 using dilute hydrochloric acid and filtered to remove the salts. The filtrate was concentrated to remove methanol completely. 25 ml of is... The reactants are C1CCNC1, Cc1ccccc1, CN1C(=O)c2cnc(-c3ccccc3)nc2N(C(=O)CCl)c2ccccc21. The product is CN1C(=O)c2cnc(-c3ccccc3)nc2N(C(=O)CN2CCCC2)c2ccccc21. RXN SMILES: [CH2:1]1[CH2:2][CH2:3][NH:4][CH2:5]1.[CH3:33][c:34]1[cH:35][cH:36][cH:37][cH:38][cH:39]1.[Cl:6][CH2:7][C:8](=[O:9])[N:10]1[c:11]2[c:12]([cH:23][n:24][c:25](-[c:27]3[cH:28][cH:29][cH:30][cH:31][cH:32]3)[n:26]2)[C:13](=[O:22])[N:14]([CH3:21])[c:15]2[c:16]1[cH:17][cH:18][cH:19][cH:20]2>>[CH2:1]1[CH2:2][CH2:3][N:4]([CH2:7][C:8](=[O:9])[N:10]2[c:11]3[c:12]([cH:23][n:24][c:25](-[c:27]4[cH:28][cH:29][cH:30][cH:31][cH:32]4)[n:26]3)[C:13](=[O:22])[N:14]([CH3:21])[c:15]3[c:16]2[cH:17][cH:18][cH:19][cH:20]3)[CH2:5]1. Reactants: CC(=O)c1cc(OCc2ccccc2)cc(NC(=O)C(C)(C)Br)c1O, O=C([O-])[O-], CC#N, [K+], [K+]. The product is CC(=O)c1cc(OCc2ccccc2)cc2c1OC(C)(C)C(=O)N2. RXN SMILES: [C:1]([CH3:2])(=[O:3])[c:4]1[c:5]([OH:25])[c:6]([NH:18][C:19]([C:20]([CH3:21])([CH3:22])[Br:23])=[O:24])[cH:7][c:8]([O:10][CH2:11][c:12]2[cH:13][cH:14][cH:15][cH:16][cH:17]2)[cH:9]1.[C:26](=[O:27])([O-:28])[O-:29].[CH3:32][C:33]#[N:34].[K+:30].[K+:31]>>[C:1]([CH3:2])(=[O:3])[c:4]1[c:5]2[c:6]([cH:7][c:8]([O:10][CH2:11][c:12]3[cH:13][cH:14][cH:15][cH:16][cH:17]3)[cH:9]1)[NH:18][C:19](=[O:24])[C:20]([CH3:21])([CH3:22])[O:25]2. Starting materials: C(=O)C=1C=C(C(=O)OC)C=C(C1)N1C=CC=C1 (methyl 3-formyl-5-(pyrrol-1-yl)benzoate), C(CC(=O)O)(=O)O (malonic acid), N1CCCCC1 (piperidine), N1=CC=CC=C1 (pyridine). The solvent is O (water). Run at temperature 80 celsius, time 1 hour. The product is C(=O)(O)/C=C/C=1C=C(C(=O)OC)C=C(C1)N1C=CC=C1 (methyl 3-((E)-2-carboxyethenyl)-5-(pyrrol-1-yl)benzoate). Isolated yield 68.4%. As a reaction SMILES: [CH:1]([C:3]1[CH:4]=[C:5]([CH:10]=[C:11]([N:13]2[CH:17]=[CH:16][CH:15]=[CH:14]2)[CH:12]=1)[C:6]([O:8][CH3:9])=[O:7])=O.C(O)(=O)[CH2:19][C:20]([OH:22])=[O:21].N1CCCCC1.N1C=CC=CC=1>O>[C:20](/[CH:19]=[CH:1]/[C:3]1[CH:4]=[C:5]([CH:10]=[C:11]([N:13]2[CH:17]=[CH:16][CH:15]=[CH:14]2)[CH:12]=1)[C:6]([O:8][CH3:9])=[O:7])([OH:22])=[O:21]. Procedure details: A mixture of methyl 3-formyl-5-(pyrrol-1-yl)benzoate (3.0 g), malonic acid (2.73 g), piperidine (0.3 ml) and pyridine (30 ml) was stirred for 1 hour at 80° C. After being cooled to room temperature, the reaction mixture was poured into water. The solution was acidified to pH 1 and extracted with ethyl acetate. The extract was washed with water and brine and dried over magnesium sulfate. The solvent was evaporated in vacuo and the residue was purified by column chromatography on silica gel elutin...